This data is from the Open Reaction Database (ORD), a public repository of structured organic reaction records. The task is: describe an organic reaction: reactants, conditions, products, and yield Starting materials: CCCCOc1ccc(C(=O)O)cc1, CCN=C=NCCCN(C)C, CN(C)c1ccncc1, ClCCl, Cl, COc1ccc(C2CC(OC(C)=O)CCC2N)cc1OC, O. Yields the product CCCCOc1ccc(C(=O)NC2CCC(OC(C)=O)CC2c2ccc(OC)c(OC)c2)cc1. Reaction SMILES: [CH2:22]([CH2:23][CH2:24][CH3:25])[O:26][c:27]1[cH:28][cH:29][c:30]([C:31](=[O:32])[OH:33])[cH:34][cH:35]1.[CH2:37]([N:38]=[C:39]=[N:40][CH2:41][CH2:42][CH2:43][N:44]([CH3:45])[CH3:46])[CH3:47].[CH3:49][N:50]([CH3:51])[c:52]1[cH:53][cH:54][n:55][cH:56][cH:57]1.[Cl:58][CH2:59][Cl:60].[ClH:36].[NH2:1][CH:2]1[CH:3]([c:12]2[cH:13][c:14]([O:20][CH3:21])[c:15]([O:18][CH3:19])[cH:16][cH:17]2)[CH2:4][CH:5]([O:8][C:9]([CH3:10])=[O:11])[CH2:6][CH2:7]1.[OH2:48]>>[NH:1]([CH:2]1[CH:3]([c:12]2[cH:13][c:14]([O:20][CH3:21])[c:15]([O:18][CH3:19])[cH:16][cH:17]2)[CH2:4][CH:5]([O:8][C:9]([CH3:10])=[O:11])[CH2:6][CH2:7]1)[C:31]([c:30]1[cH:29][cH:28][c:27]([O:26][CH2:22][CH2:23][CH2:24][CH3:25])[cH:35][cH:34]1)=[O:32]. Reactants: O=S(=O)(Cl)c1ccc(Cl)cc1, NCCc1ccc(OCc2nnn[nH]2)cc1, [Na+], [OH-], O. The product is O=S(=O)(NCCc1ccc(OCc2nnn[nH]2)cc1)c1ccc(Cl)cc1. As a reaction SMILES: [Cl:19][c:20]1[cH:21][cH:22][c:23]([S:26](=[O:27])(=[O:28])[Cl:29])[cH:24][cH:25]1.[NH2:1][CH2:2][CH2:3][c:4]1[cH:5][cH:6][c:7]([O:8][CH2:9][c:10]2[n:11][n:12][n:13][nH:14]2)[cH:15][cH:16]1.[Na+:18].[OH-:17].[OH2:30]>>[NH:1]([CH2:2][CH2:3][c:4]1[cH:5][cH:6][c:7]([O:8][CH2:9][c:10]2[n:11][n:12][n:13][nH:14]2)[cH:15][cH:16]1)[S:26]([c:23]1[cH:22][cH:21][c:20]([Cl:19])[cH:25][cH:24]1)(=[O:27])=[O:28]. Reactants: BrC1=CC(=C(C(=O)O)C=C1)F (4-bromo-2-fluoro-benzoic acid), C(C)S(=O)(=O)C1=CC=C(C=C1)B(O)O (4-ethanesulfonylphenyl boronic acid), C[C@H]1N(CCC1)C[C@H]1NCCC1 (2-(R)-Methyl-1-(2-(S)-pyrrolidinylmethyl)pyrrolidine). Product: C(C)S(=O)(=O)C1=CC=C(C=C1)C1=CC(=C(C=C1)C(=O)N1[C@@H](CCC1)CN1[C@@H](CCC1)C)F ((4′-Ethanesulfonyl-3-fluoro-biphenyl-4-yl)-[2-(S)-(2-(R)-methyl-pyrrolidin-1-ylmethyl)-pyrrolidin-1-yl]-methanone). Reaction SMILES: Br[C:2]1[CH:10]=[CH:9][C:5]([C:6]([OH:8])=O)=[C:4]([F:11])[CH:3]=1.[CH2:12]([S:14]([C:17]1[CH:22]=[CH:21][C:20](B(O)O)=[CH:19][CH:18]=1)(=[O:16])=[O:15])[CH3:13].[CH3:26][C@@H:27]1[CH2:31][CH2:30][CH2:29][N:28]1[CH2:32][C@@H:33]1[CH2:37][CH2:36][CH2:35][NH:34]1>>[CH2:12]([S:14]([C:17]1[CH:22]=[CH:21][C:20]([C:2]2[CH:10]=[CH:9][C:5]([C:6]([N:34]3[CH2:35][CH2:36][CH2:37][C@H:33]3[CH2:32][N:28]3[CH2:29][CH2:30][CH2:31][C@H:27]3[CH3:26])=[O:8])=[C:4]([F:11])[CH:3]=2)=[CH:19][CH:18]=1)(=[O:16])=[O:15])[CH3:13]. Procedure details: The title compound is prepared in a manner substantially analogous to Procedure A′, T′ and B′ starting from 4-bromo-2-fluoro-benzoic acid, 4-ethanesulfonylphenyl boronic acid and 2-(R)-Methyl-1-(2-(S)-pyrrolidinylmethyl)pyrrolidine. MS (M+H) 459.2